This data is from the Open Reaction Database (ORD), a public repository of structured organic reaction records. The task is: describe an organic reaction: reactants, conditions, products, and yield Reactants: N1C=CC2=CC(=CC=C12)C1=C2/C(/C(NC2=CC=C1[N+](=O)[O-])=O)=C/C=1NC=CC1OC ((Z)-1,3-dihydro-4-(5-indolyl)-3-[(3-methoxy-1H-pyrrol-2-yl)methylene]-5-nitro-2H-indol-2-one), O (water), [Cl-].[NH4+] (ammonium chloride). Reagents/catalysts: [Zn] (zinc). Solvent: CO (methanol), C1CCOC1 (THF). Product: NC=1C(=C2/C(/C(NC2=CC1)=O)=C/C=1NC=CC1OC)C=1C=C2C=CNC2=CC1 ((Z)-5-amino-1,3-dihydro-4-(5-indolyl)-3-[(3-methoxy-1H-pyrrol-2-yl)methylene]-2H-indol-2-one). As a reaction SMILES: [NH:1]1[C:9]2[C:4](=[CH:5][C:6]([C:10]3[C:18]([N+:19]([O-])=O)=[CH:17][CH:16]=[C:15]4[C:11]=3/[C:12](=[CH:23]/[C:24]3[NH:25][CH:26]=[CH:27][C:28]=3[O:29][CH3:30])/[C:13](=[O:22])[NH:14]4)=[CH:7][CH:8]=2)[CH:3]=[CH:2]1.O.[Cl-].[NH4+]>CO.C1COCC1.[Zn]>[NH2:19][C:18]1[C:10]([C:6]2[CH:5]=[C:4]3[C:9](=[CH:8][CH:7]=2)[NH:1][CH:2]=[CH:3]3)=[C:11]2[C:15](=[CH:16][CH:17]=1)[NH:14][C:13](=[O:22])/[C:12]/2=[CH:23]\[C:24]1[NH:25][CH:26]=[CH:27][C:28]=1[O:29][CH3:30] |f:2.3|. Reported procedure: To a solution of (Z)-1,3-dihydro-4-(5-indolyl)-3-[(3-methoxy-1H-pyrrol-2-yl)methylene]-5-nitro-2H-indol-2-one (33 mg, 0.08 mmol) (from Step A above) in 1 mL of a 10% water in methanol solution and 0.5 mL THF was added zinc dust (145 mg, 2.21 mmol) followed by ammonium chloride (14 mg, 0.26 mmol). The reaction was heated at gentle reflux for 4 hours, at which time the reaction mixture was filtered through a pad of Celite® and rinsed thoroughly with ethyl acetate. The resulting solution was dilute... Starting materials: [Cl-], O=C(CCCCCl)C[P+](c1ccccc1)(c1ccccc1)c1ccccc1, [Na+], [OH-], O. Product: O=C(C=P(c1ccccc1)(c1ccccc1)c1ccccc1)CCCCCl. RXN SMILES: [Cl-:1].[Cl:2][CH2:3][CH2:4][CH2:5][CH2:6][C:7]([CH2:8][P+:9]([c:10]1[cH:11][cH:12][cH:13][cH:14][cH:15]1)([c:16]1[cH:17][cH:18][cH:19][cH:20][cH:21]1)[c:22]1[cH:23][cH:24][cH:25][cH:26][cH:27]1)=[O:28].[Na+:30].[OH-:29].[OH2:31]>>[Cl:2][CH2:3][CH2:4][CH2:5][CH2:6][C:7]([CH:8]=[P:9]([c:10]1[cH:11][cH:12][cH:13][cH:14][cH:15]1)([c:16]1[cH:17][cH:18][cH:19][cH:20][cH:21]1)[c:22]1[cH:23][cH:24][cH:25][cH:26][cH:27]1)=[O:28]. The reactants are CCN(C(C)C)C(C)C (DIPEA), N1C(C(=O)OCC)CCCC1 (ethyl pipecolinate), C(C(=O)Cl)(=O)Cl (oxalyl chloride), resultant solution, C(C)(C)(C)OC(=O)N(CCOC=1C=C(C(=O)O)C=C(C1)Cl)C1=CC=NC=C1 (3-[2-(tert-butoxycarbonyl-pyridin-4-yl-amino)-ethoxy]-5-chloro-benzoic acid). The solvent is ClCCl (dichloromethane), ClCCl (dichloromethane), CN(C=O)C (dimethylformamide). Reaction conditions: time 18 hour. Yields the product C(C)OC(=O)C1N(CCCC1)C(C1=CC(=CC(=C1)Cl)OCCN(C1=CC=NC=C1)C(=O)OC(C)(C)C)=O (1-{3-[2-(tert-Butoxycarbonyl-pyridin-4-yl-amino)-ethoxy]-5-chloro-benzoyl}-piperidine-2-carboxylic acid ethyl ester). Isolated yield 101.5%. RXN SMILES: [C:1]([O:5][C:6]([N:8]([C:22]1[CH:27]=[CH:26][N:25]=[CH:24][CH:23]=1)[CH2:9][CH2:10][O:11][C:12]1[CH:13]=[C:14]([CH:18]=[C:19]([Cl:21])[CH:20]=1)[C:15](O)=[O:16])=[O:7])([CH3:4])([CH3:3])[CH3:2].C(Cl)(=O)C(Cl)=O.[NH:34]1[CH2:44][CH2:43][CH2:42][CH2:41][CH:35]1[C:36]([O:38][CH2:39][CH3:40])=[O:37].CCN(C(C)C)C(C)C>ClCCl.CN(C)C=O>[CH2:39]([O:38][C:36]([CH:35]1[CH2:41][CH2:42][CH2:43][CH2:44][N:34]1[C:15](=[O:16])[C:14]1[CH:18]=[C:19]([Cl:21])[CH:20]=[C:12]([O:11][CH2:10][CH2:9][N:8]([C:6]([O:5][C:1]([CH3:3])([CH3:2])[CH3:4])=[O:7])[C:22]2[CH:27]=[CH:26][N:25]=[CH:24][CH:23]=2)[CH:13]=1)=[O:37])[CH3:40]. Procedure details: To a stirred solution of 3-[2-(tert-butoxycarbonyl-pyridin-4-yl-amino)-ethoxy]-5-chloro-benzoic acid (0.12 g) in dichloromethane (4 ml) was added dimethylformamide (0.05 ml) followed by 2M oxalyl chloride solution in dichloromethane (0.183 ml). The resultant solution was stirred at room temperature for 1 h, and then ethyl pipecolinate (0.096 g) followed by DIPEA (0.160 ml) were added. After 18 h, the reaction mixture was concentrated under reduced pressure and the residue was subjected to prepar... The reactants are ClC=1C=CC(=C(C1)C1=C(C=NC(=C1)OC)C#N)C(F)F (4-[5-chloro-2-(difluoromethyl)phenyl]-6-methoxypyridin-3-carbonitrile), Cl.[NH+]1=CC=CC=C1 (pyridinium hydrochloride). Yields the product ClC=1C=CC(=C(C1)C=1C(=CNC(C1)=O)C#N)C(F)F (4-[5-Chloro-2-(difluoromethyl)phenyl]-6-oxo-1,6-dihydropyridine-3-carbonitrile). As a reaction SMILES: [Cl:1][C:2]1[CH:3]=[CH:4][C:5]([CH:18]([F:20])[F:19])=[C:6]([C:8]2[CH:13]=[C:12]([O:14]C)[N:11]=[CH:10][C:9]=2[C:16]#[N:17])[CH:7]=1.Cl.[NH+]1C=CC=CC=1>>[Cl:1][C:2]1[CH:3]=[CH:4][C:5]([CH:18]([F:20])[F:19])=[C:6]([C:8]2[C:9]([C:16]#[N:17])=[CH:10][NH:11][C:12](=[O:14])[CH:13]=2)[CH:7]=1 |f:1.2|. Procedure: 143 mg (purity 65%, 0.32 mmol) of 4-[5-chloro-2-(difluoromethyl)phenyl]-6-methoxypyridin-3-carbonitrile and pyridinium hydrochloride were reacted according to General Method 3A. Yield: 88 mg (99% of theory) The reactants are BrC1=C(C=CC=C1)C1=NN=NN1[Sn](C)(C)C (5-(2-bromophenyl)-1-(trimethylstannyl)-1H-tetrazole), Cl (HCl). The solvent is C1(=CC=CC=C1)C.C1CCOC1 (toluene THF). Reaction conditions: time 5 minute. Yields the product BrC1=C(C=CC=C1)C1=NN=NN1 (5-(2-Bromophenyl)-1H-tetrazole). Reaction SMILES: [Br:1][C:2]1[CH:7]=[CH:6][CH:5]=[CH:4][C:3]=1[C:8]1[N:12]([Sn](C)(C)C)[N:11]=[N:10][N:9]=1.Cl>C1(C)C=CC=CC=1.C1COCC1>[Br:1][C:2]1[CH:7]=[CH:6][CH:5]=[CH:4][C:3]=1[C:8]1[NH:12][N:11]=[N:10][N:9]=1 |f:2.3|. Reported procedure: To a solution of 1.0 g of 5-(2-bromophenyl)-1-(trimethylstannyl)-1H-tetrazole in toluene/THF (10:1) at room temperature is added HCl gas, via a bubbler. Gas addition is continued for 5 minutes after the appearance of a precipitate and the solid is then isolated by filtration and washed with hexanes.